The task is: describe an organic reaction: reactants, conditions, products, and yield. This data is from the Open Reaction Database (ORD), a public repository of structured organic reaction records. Starting materials: C(C1=CC=CC=C1)C=1C=NC2=C(C=CC=C2C1C=1C=C(C=CC1)O)Cl (3-(3-benzyl-8-chloroquinolin-4-yl)phenol), [H-].[Na+] (NaH), BrC=1C=C(C#N)C=C(C1)F (3-Bromo-5-fluorobenzonitrile). Run in CN1CCCC1=O (NMP). Run at temperature 160 celsius, time 15 minute. The product is C(C1=CC=CC=C1)C=1C=NC2=C(C=CC=C2C1C=1C=C(OC=2C=C(C#N)C=C(C2)Br)C=CC1)Cl (3-[3-(3-BENZYL-8-CHLOROQUINOLIN-4-YL)PHENOXY]-5-BROMOBENZONITRILE). Yield: 18.4%. Reaction SMILES: [CH2:1]([C:8]1[CH:9]=[N:10][C:11]2[C:16]([C:17]=1[C:18]1[CH:19]=[C:20]([OH:24])[CH:21]=[CH:22][CH:23]=1)=[CH:15][CH:14]=[CH:13][C:12]=2[Cl:25])[C:2]1[CH:7]=[CH:6][CH:5]=[CH:4][CH:3]=1.[H-].[Na+].[Br:28][C:29]1[CH:30]=[C:31]([CH:34]=[C:35](F)[CH:36]=1)[C:32]#[N:33]>CN1C(=O)CCC1>[CH2:1]([C:8]1[CH:9]=[N:10][C:11]2[C:16]([C:17]=1[C:18]1[CH:19]=[C:20]([CH:21]=[CH:22][CH:23]=1)[O:24][C:35]1[CH:34]=[C:31]([CH:30]=[C:29]([Br:28])[CH:36]=1)[C:32]#[N:33])=[CH:15][CH:14]=[CH:13][C:12]=2[Cl:25])[C:2]1[CH:3]=[CH:4][CH:5]=[CH:6][CH:7]=1 |f:1.2|. Reported procedure: 3-(3-benzyl-8-chloroquinolin-4-yl)phenol (0.100 g, 0.289 mmol) was taken into NMP (1 mL) and to this was added NaH (0.0127 g, 0.318 mmol, 60% dispersion in oil) and stirred for 15 minutes. 3-Bromo-5-fluorobenzonitrile (0.116 g, 0.578 mmol) was added and the reaction was heated at 160° C. overnight. The reaction was cooled and quenched with water followed by extraction with ether. After drying and concentration the product was purified via Prep HPLC using 10-100% v acetonitrile in water as the el... Starting materials: NC1=NC=C(C(=C1[N+](=O)[O-])N1CCN(CC1)CC(=O)NC=1SC=CN1)Cl (2-[4-(2-amino-5-chloro-3-nitro-pyridin-4-yl)-piperazin-1-yl]-N-thiazol-2-yl-acetamide), CCO (EtOH), [O-]S(=O)S(=O)[O-].[Na+].[Na+] (Na2S2O4), O1CCOC2=C1C=CC(=C2)C=O (2,3-dihydro-benzo[1,4]dioxine-6-carbaldehyde). Solvent: C(C)OCC (diethyl ether). Reaction conditions: temperature 80 celsius, time 22 hour. The product is ClC=1C(=C2C(=NC1)NC(=N2)C2=CC1=C(OCCO1)C=C2)N2CCN(CC2)CC(=O)NC=2SC=CN2 (2-{4-[6-Chloro-2-(2,3-dihydro-benzo[1,4]dioxin-6-yl)-3H-imidazo[4,5-b]pyridin-7-yl]-piperazin-1-yl}-N-thiazol-2-yl-acetamide). As a reaction SMILES: [NH2:1][C:2]1[C:7]([N+:8]([O-])=O)=[C:6]([N:11]2[CH2:16][CH2:15][N:14]([CH2:17][C:18]([NH:20][C:21]3[S:22][CH:23]=[CH:24][N:25]=3)=[O:19])[CH2:13][CH2:12]2)[C:5]([Cl:26])=[CH:4][N:3]=1.CCO.[O:30]1[C:35]2[CH:36]=[CH:37][C:38]([CH:40]=O)=[CH:39][C:34]=2[O:33][CH2:32][CH2:31]1.[O-]S(S([O-])=O)=O.[Na+].[Na+]>C(OCC)C>[Cl:26][C:5]1[C:6]([N:11]2[CH2:16][CH2:15][N:14]([CH2:17][C:18]([NH:20][C:21]3[S:22][CH:23]=[CH:24][N:25]=3)=[O:19])[CH2:13][CH2:12]2)=[C:7]2[N:8]=[C:40]([C:38]3[CH:37]=[CH:36][C:35]4[O:30][CH2:31][CH2:32][O:33][C:34]=4[CH:39]=3)[NH:1][C:2]2=[N:3][CH:4]=1 |f:3.4.5|. Reported procedure: To a mixture of 2-[4-(2-amino-5-chloro-3-nitro-pyridin-4-yl)-piperazin-1-yl]-N-thiazol-2-yl-acetamide (0.024 g, 0.06 mmol) and EtOH (3.0 ml) was added 2,3-dihydro-benzo[1,4]dioxine-6-carbaldehyde (0.017 g, 0.10 mmol) followed by a freshly prepared aqueous solution of Na2S2O4 (1M; 0.35 ml, 0.35 mmol). The reaction mixture was stirred at 80° C. for 22 h, then allowed to cool to room temperature and concentrated in vacuo. The resulting residue was absorbed on silica, and the free-running powder was... Starting materials: C(C)OC(CCC(O[Si](C)(C)C)C1=C(C=CC=C1)[N+](=O)[O-])=O (4-(2-nitro-phenyl)-4-trimethlysilanyloxy-butyric acid ethyl ester). The reagents and catalysts are [Pd] (Pd/C). Run in CCOC(=O)C (EtOAc). Product: C(C)OC(CCC(O[Si](C)(C)C)C1=C(C=CC=C1)N)=O (4-(2-Amino-phenyl)-4-trimethlysilanyloxy-butyric Acid Ethyl Ester). The yield is 73.3%. As a reaction SMILES: [CH2:1]([O:3][C:4](=[O:22])[CH2:5][CH2:6][CH:7]([C:13]1[CH:18]=[CH:17][CH:16]=[CH:15][C:14]=1[N+:19]([O-])=O)[O:8][Si:9]([CH3:12])([CH3:11])[CH3:10])[CH3:2]>CCOC(C)=O.[Pd]>[CH2:1]([O:3][C:4](=[O:22])[CH2:5][CH2:6][CH:7]([C:13]1[CH:18]=[CH:17][CH:16]=[CH:15][C:14]=1[NH2:19])[O:8][Si:9]([CH3:10])([CH3:11])[CH3:12])[CH3:2]. Procedure details: A solution of 4-(2-nitro-phenyl)-4-trimethlysilanyloxy-butyric acid ethyl ester (200 mg, 0.6 mmol) in dry EtOAc (5 mL) was hydrogenated (1 atm) in the presence of Pd/C (20 mg) overnight Then the mixture was filtered and evaporated. The residue was dissolve in dry MeOH (5 mL) and was further hydrogenated (1 atm) in the presence of Pd/C (20 mg) for 1 h. The mixture was then filtered and the filtrate evaporated. Purification of this residue by filtration over silica gel, eluting with hexane: ethyl ...